Dataset: the Open Reaction Database (ORD), a public repository of structured organic reaction records. Task: describe an organic reaction: reactants, conditions, products, and yield Reactants: CCCCN, O=[N+]([O-])c1c(F)cc(F)cc1F, CN(C)C=O. The product is CCCCNc1cc(F)cc(F)c1[N+](=O)[O-]. As a reaction SMILES: [CH2:13]([CH2:14][CH2:15][CH3:16])[NH2:17].[F:1][c:2]1[c:3]([N+:10](=[O:11])[O-:12])[c:4]([F:9])[cH:5][c:6]([F:8])[cH:7]1.[O:18]=[CH:19][N:20]([CH3:21])[CH3:22]>>[c:2]1([NH:17][CH2:13][CH2:14][CH2:15][CH3:16])[c:3]([N+:10](=[O:11])[O-:12])[c:4]([F:9])[cH:5][c:6]([F:8])[cH:7]1.